From a dataset of the Open Reaction Database (ORD), a public repository of structured organic reaction records. describe an organic reaction: reactants, conditions, products, and yield Solvent: C(C)O (ethanol). Reactants: C(C1=CC=CC=C1)N1C(=NC2=C1C=CC=C2)C(C(C)C)N(C(C2=CC=C(C=C2)Cl)=O)CCCN2C(C1=CC=CC=C1C2=O)=O (N-[1-(1-benzyl-1H-benzimidazol-2-yl)-2-methyl-propyl]-N-[3-(1,3-dioxo-1,3-dihydro-isoindol-2-yl)-propyl]-4-chloro-benzamide), NN (hydrazine). Reaction conditions: time 1 hour. Reaction SMILES: [CH2:1]([N:8]1[C:12]2[CH:13]=[CH:14][CH:15]=[CH:16][C:11]=2[N:10]=[C:9]1[CH:17]([N:21]([CH2:31][CH2:32][CH2:33][N:34]1C(=O)C2C(=CC=CC=2)C1=O)[C:22](=[O:30])[C:23]1[CH:28]=[CH:27][C:26]([Cl:29])=[CH:25][CH:24]=1)[CH:18]([CH3:20])[CH3:19])[C:2]1[CH:7]=[CH:6][CH:5]=[CH:4][CH:3]=1.NN>C(O)C>[NH2:34][CH2:33][CH2:32][CH2:31][N:21]([C@@H:17]([C:9]1[N:8]([CH2:1][C:2]2[CH:3]=[CH:4][CH:5]=[CH:6][CH:7]=2)[C:12]2[CH:13]=[CH:14][CH:15]=[CH:16][C:11]=2[N:10]=1)[CH:18]([CH3:19])[CH3:20])[C:22](=[O:30])[C:23]1[CH:24]=[CH:25][C:26]([Cl:29])=[CH:27][CH:28]=1. Product: NCCCN(C(C1=CC=C(C=C1)Cl)=O)[C@H](C(C)C)C1=NC2=C(N1CC1=CC=CC=C1)C=CC=C2 (N-(3-aminopropyl)-N-[(1R)-1-(1-benzyl-1H-benzimidazol-2-yl)-2-methylpropyl]-4-chlorobenzamide). Reported procedure: To a solution of N-[1-(1-benzyl-1H-benzimidazol-2-yl)-2-methyl-propyl]-N-[3-(1,3-dioxo-1,3-dihydro-isoindol-2-yl)-propyl]-4-chloro-benzamide (180 mg, 0.302 mmol) in ethanol at room temperature, was added hydrazine (0.19 ml, 6 mmol). The reaction was stirred at room temperature for 1 hour. The crude product was purified via reverse phase chromatography to give N-(3-aminopropyl)-N-[(1R)-1-(1-benzyl-1H-benzimidazol-2-yl)-2-methylpropyl]-4-chlorobenzamide 5 (129 mg, yield 91%). Yield: 89.9%. The reactants are N (ammonia), C1=C(C=CC=2OC3=C(C21)C=CC=C3)C(C[C@@H](C(=O)O)NC(C(F)(F)F)=O)=O ((S)-4-dibenzofuran-2-yl-4-oxo-2-(2,2,2-trifluoroacetylamino)-butyric acid). The solvent is CO (Methanol). Reaction conditions: time 24 hour. Yields the product N[C@H](C(=O)O)CC(=O)C1=CC2=C(OC3=C2C=CC=C3)C=C1 ((S)-2-Amino-4-dibenzofuran-2-yl-4-oxo-butyric acid). The yield is 100.5%. RXN SMILES: N.[CH:2]1[C:10]2[C:9]3[CH:11]=[CH:12][CH:13]=[CH:14][C:8]=3[O:7][C:6]=2[CH:5]=[CH:4][C:3]=1[C:15](=[O:28])[CH2:16][C@H:17]([NH:21]C(=O)C(F)(F)F)[C:18]([OH:20])=[O:19]>CO>[NH2:21][C@@H:17]([CH2:16][C:15]([C:3]1[CH:4]=[CH:5][C:6]2[O:7][C:8]3[CH:14]=[CH:13][CH:12]=[CH:11][C:9]=3[C:10]=2[CH:2]=1)=[O:28])[C:18]([OH:20])=[O:19]. Procedure details: Methanol (40 mL) was saturated with gaseous ammonia at room temperature. To this solution was added (S)-4-dibenzofuran-2-yl-4-oxo-2-(2,2,2-trifluoroacetylamino)-butyric acid (0.5 g, 0.0013 mol) obtained above in Example 1. The reaction mixture was stirred at room temperature for 24 hours and then concentrated to dryness in vacuo. The residue was recrystallized from boiling methanol to yield the title product as a white solid (0.37 g, quant); mp 182-187° C. Starting materials: CCOC(C)=O, O=CNc1nc(C(=NOC2C=CCC2)C(=O)O)ns1, Cl, [Na+], [OH-]. Product: Nc1nc(C(=NOC2C=CCC2)C(=O)O)ns1. As a reaction SMILES: [CH3:23][CH2:24][O:25][C:26](=[O:27])[CH3:28].[CH:1]1([O:6][N:7]=[C:8]([C:9](=[O:10])[OH:11])[c:12]2[n:13][s:14][c:15]([NH:17][CH:18]=[O:19])[n:16]2)[CH:2]=[CH:3][CH2:4][CH2:5]1.[ClH:22].[Na+:21].[OH-:20]>>[CH:1]1([O:6][N:7]=[C:8]([C:9](=[O:10])[OH:11])[c:12]2[n:13][s:14][c:15]([NH2:17])[n:16]2)[CH:2]=[CH:3][CH2:4][CH2:5]1. Yields the product CC1(C)CCCC(NCc2ccccc2)C1. As a reaction SMILES: [C:18]([O:19][BH-:20]([O:21][C:22](=[O:23])[CH3:24])[O:25][C:26](=[O:27])[CH3:28])(=[O:29])[CH3:30].[CH3:1][C:2]1([CH3:9])[CH2:3][C:4](=[O:8])[CH2:5][CH2:6][CH2:7]1.[CH3:32][C:33](=[O:34])[OH:35].[NH2:10][CH2:11][c:12]1[cH:13][cH:14][cH:15][cH:16][cH:17]1.[Na+:31].[OH2:42].[cH:36]1[cH:37][cH:38][cH:39][cH:40][cH:41]1>>[CH3:1][C:2]1([CH3:9])[CH2:3][CH:4]([NH:10][CH2:11][c:12]2[cH:13][cH:14][cH:15][cH:16][cH:17]2)[CH2:5][CH2:6][CH2:7]1. Reactants: CC(=O)O[BH-](OC(C)=O)OC(C)=O, CC1(C)CCCC(=O)C1, CC(=O)O, NCc1ccccc1, [Na+], O, c1ccccc1.